Dataset: the Open Reaction Database (ORD), a public repository of structured organic reaction records. Task: describe an organic reaction: reactants, conditions, products, and yield Reactants: C(C1=CC=CC=C1)OC(=O)NC1CCC2=CC(=CC=C12)CN1N=C(C(=C1)C(=O)OCC)C(F)(F)F (ethyl 1-((1-(benzyloxycarbonylamino)-2,3-dihydro-1H-inden-5-yl)methyl)-3-(trifluoromethyl)-1H-pyrazole-4-carboxylate), [H-].[Al+3].[Li+].[H-].[H-].[H-] (lithium aluminium hydride). Run in C1CCOC1 (THF). Conditions: time 2 hour. Yields the product OCC=1C(=NN(C1)CC=1C=C2CCC(C2=CC1)NC(OCC1=CC=CC=C1)=O)C(F)(F)F (Benzyl 5-((4-(hydroxymethyl)-3-(trifluoromethyl)-1H-pyrazol-1-yl)methyl)-2,3-dihydro-1H-inden-1-ylcarbamate). Yield: 74.1%. RXN SMILES: [CH2:1]([O:8][C:9]([NH:11][CH:12]1[C:20]2[C:15](=[CH:16][C:17]([CH2:21][N:22]3[CH:26]=[C:25]([C:27](OCC)=[O:28])[C:24]([C:32]([F:35])([F:34])[F:33])=[N:23]3)=[CH:18][CH:19]=2)[CH2:14][CH2:13]1)=[O:10])[C:2]1[CH:7]=[CH:6][CH:5]=[CH:4][CH:3]=1.[H-].[Al+3].[Li+].[H-].[H-].[H-]>C1COCC1>[OH:28][CH2:27][C:25]1[C:24]([C:32]([F:34])([F:35])[F:33])=[N:23][N:22]([CH2:21][C:17]2[CH:16]=[C:15]3[C:20](=[CH:19][CH:18]=2)[CH:12]([NH:11][C:9](=[O:10])[O:8][CH2:1][C:2]2[CH:7]=[CH:6][CH:5]=[CH:4][CH:3]=2)[CH2:13][CH2:14]3)[CH:26]=1 |f:1.2.3.4.5.6|. Procedure: To a solution of ethyl 1-((1-(benzyloxycarbonylamino)-2,3-dihydro-1H-inden-5-yl)methyl)-3-(trifluoromethyl)-1H-pyrazole-4-carboxylate (5.21 mmol, 2.54 g) in THF (40 mL) at 0° C. was added lithium aluminium hydride (5.21 mmol, 5.21 mL) in a dropwise fashion. The whole was stirred at room temperature for 2 h before the reaction mixture was quenched by the dropwise addition of methanol followed by sat Rochelle's salt. The organics were extracted with DCM (2×100 mL) and dried (1PS paper) before bein... Reactants: C(C)OC(=O)COC1=C2CC[C@](CC2=CC=C1)(O)COC(N(C1=CC=CC=C1)C1=CC=C(C=C1)F)=O ((2R)-5-[(ethoxycarbonyl)methoxy]-2-[(N-4-fluorophenyl-N-phenylcarbamoyloxy)methyl]-2-hydroxy-1,2,3,4-tetrahydronaphthalene), [OH-].[Na+] (NaOH). As a reaction SMILES: C([O:3][C:4]([CH2:6][O:7][C:8]1[CH:17]=[CH:16][CH:15]=[C:14]2[C:9]=1[CH2:10][CH2:11][C@@:12]([CH2:19][O:20][C:21](=[O:36])[N:22]([C:29]1[CH:34]=[CH:33][C:32]([F:35])=[CH:31][CH:30]=1)[C:23]1[CH:28]=[CH:27][CH:26]=[CH:25][CH:24]=1)([OH:18])[CH2:13]2)=[O:5])C.[OH-].[Na+]>C(O)C>[C:4]([CH2:6][O:7][C:8]1[CH:17]=[CH:16][CH:15]=[C:14]2[C:9]=1[CH2:10][CH2:11][C@@:12]([CH2:19][O:20][C:21](=[O:36])[N:22]([C:29]1[CH:34]=[CH:33][C:32]([F:35])=[CH:31][CH:30]=1)[C:23]1[CH:28]=[CH:27][CH:26]=[CH:25][CH:24]=1)([OH:18])[CH2:13]2)([OH:5])=[O:3] |f:1.2|. The yield is 42.4%. Conditions: time 4 hour. Run in C(C)O (ethanol). The product is C(=O)(O)COC1=C2CC[C@](CC2=CC=C1)(O)COC(N(C1=CC=CC=C1)C1=CC=C(C=C1)F)=O ((2R)-5-(carboxymethoxy)-2-[(N-4-fluorophenyl-N-phenyl-carbamoyloxy)methyl]-2-hydroxy-1,2,3,4-tetrahydronaphthalene). Reported procedure: To a solution of (2R)-5-[(ethoxycarbonyl)methoxy]-2-[(N-4-fluorophenyl-N-phenylcarbamoyloxy)methyl]-2-hydroxy-1,2,3,4-tetrahydronaphthalene (80 mg) in ethanol (5 ml) was added 1N-NaOH solution (0.2 ml). After being stirred for 4 hours at the same temperature, the solvent was removed in vacuo. The residue was washed with 1N-HCl solution and brine. The dried solvent was removed in vacuo to give (2R)-5-(carboxymethoxy)-2-[(N-4-fluorophenyl-N-phenyl-carbamoyloxy)methyl]-2-hydroxy-1,2,3,4-tetrahydron... Conditions: time 20 minute. As a reaction SMILES: [CH3:1][C:2]1[C:6]2[CH:7]=[CH:8][C:9](O)=[CH:10][C:5]=2[O:4][CH:3]=1.[C:12](=[O:14])=O.[CH:15]([N-]C(C)C)(C)C.[Li+].CI>CC(C)=O.O.O1CCCC1>[CH3:15][C:3]1[O:4][C:5]2[CH:10]=[C:9]([O:14][CH3:12])[CH:8]=[CH:7][C:6]=2[C:2]=1[CH3:1] |f:2.3|. Starting materials: C(=O)=O (carbon dioxide), CI (methyl iodide), CC1=COC2=C1C=CC(=C2)O (3-methyl-6-hydroxybenzofuran), C(C)(C)[N-]C(C)C.[Li+] (lithium diisopropylamide). Yields the product CC=1OC2=C(C1C)C=CC(=C2)OC (2,3-dimethyl-6-methoxybenzofuran). Reported procedure: 0.7 g (4.3 mmol) of 3-methyl-6-hydroxybenzofuran and 35 ml of tetrahydrofuran are introduced into a 50 ml three-necked flask. Cooling is carried out to -78° C. with a bath of solid carbon dioxide in acetone. 2.6 ml of lithium diisopropylamide (2.0M in tetrahydrofuran/heptane) are added dropwise and stirring is continued for 20 min. 0.535 ml of methyl iodide is then added dropwise. The reaction mixture is allowed to return to room temperature. 50 ml of water are added and then extraction is carri... Solvent: CC(=O)C (acetone), O1CCCC1 (tetrahydrofuran), O (water). Product: S(=O)(=O)(O)O.NO (hydroxylamine sulfate), O.N (ammonia water). Reactants: S(=O)([O-])[O-].[NH4+].[NH4+] (ammonium sulfite), NO (hydroxylamine), S(=O)(=O)(O)[O-] (hydrogen sulfate), hydroxyamide N,N-disulfate, S(=O)=O (sulfur dioxide), oxime, S(=O)(=O)(O)O.NO (hydroxylamine sulfate), [N+](=O)([O-])[O-].[NH4+] (ammonium nitrate). Procedure: When oxime formation is conducted using an aqueous solution of hydroxylamine sulfate (hydroxylamine prepared by Rashig method, also called as ammonium sulfite method, where an aqueous solution of ammonium nitrate is reduced by sulfur dioxide in the presence of hydrogen sulfate ions, into hydroxyamide-N,N-disulfate, which is then hydrolyzed to obtain hydroxylamine sulfate) and ammonia water, ammonium sulfate is obtained as a byproduct from the separated aqueous phase. This ammonium sulfate is cal... RXN SMILES: [S:1]([OH:5])([OH:4])(=[O:3])=[O:2].[NH2:6]O.NO.S([O-])([O-])=[O:11].[NH4+].[NH4+].[N+:16]([O-])([O-])=[O:17].[NH4+].S(=O)=O.S([O-])(O)(=O)=O>>[S:1]([OH:5])([OH:4])(=[O:3])=[O:2].[NH2:16][OH:17].[OH2:11].[NH3:6] |f:0.1,3.4.5,6.7,10.11,12.13|. Reactants: C(C1=CC=CC=C1)OC1=C(C=C(C=C1)CCC(C(=O)OCC)O)OCC (ethyl 4-(4-benzyloxy-3-ethoxyphenyl)-2-hydroxybutanoate), [O-]C#N.[K+] (potassium cyanate). Yields the product C(C1=CC=CC=C1)OC1=C(C=C(C=C1)CCC1C(NC(O1)=O)=O)OCC (5-[2-(4-benzyloxy-3-ethoxyphenyl)ethyl]-2,4-oxazolidinedione). Reaction SMILES: [CH2:1]([O:8][C:9]1[CH:14]=[CH:13][C:12]([CH2:15][CH2:16][CH:17]([OH:23])[C:18]([O:20]CC)=O)=[CH:11][C:10]=1[O:24][CH2:25][CH3:26])[C:2]1[CH:7]=[CH:6][CH:5]=[CH:4][CH:3]=1.[O-:27][C:28]#[N:29].[K+]>>[CH2:1]([O:8][C:9]1[CH:14]=[CH:13][C:12]([CH2:15][CH2:16][CH:17]2[O:23][C:28](=[O:27])[NH:29][C:18]2=[O:20])=[CH:11][C:10]=1[O:24][CH2:25][CH3:26])[C:2]1[CH:3]=[CH:4][CH:5]=[CH:6][CH:7]=1 |f:1.2|. Procedure details: In substantially the same manner as in Working Example 34, ethyl 4-(4-benzyloxy-3-ethoxyphenyl)-2-hydroxybutanoate was reacted with potassium cyanate (KCNO) to obtain 5-[2-(4-benzyloxy-3-ethoxyphenyl)ethyl]-2,4-oxazolidinedione, which was recrystallized from ethyl acetate-hexane to give colorless prisms, m.p.143-144° C. The reactants are C(C)(C)(C)OC(NC1(CCC1)C1=CC=C(C=C1)C1=NC=2CCC=3C(C2C=C1C1=CC=CC=C1)=NNC3SC)=O (tert-butyl(1-(4-(3-(methylthio)-8-phenyl-4,5-dihydro-2H-pyrazolo[3,4-f]quinolin-7-yl)phenyl)cyclobutyl)carbamate). The solvent is C(=O)(C(F)(F)F)O (TFA). Conditions: time 30 second. Yields the product CSC=1NN=C2C=3C=C(C(=NC3CCC21)C2=CC=C(C=C2)C2(CCC2)N)C2=CC=CC=C2 (1-(4-(3-(methylthio)-8-phenyl-4,5-dihydro-2H-pyrazolo[3,4-f]quinolin-7-yl)phenyl)cyclobutanamine). The yield is 55.8%. As a reaction SMILES: C(OC(=O)[NH:7][C:8]1([C:12]2[CH:17]=[CH:16][C:15]([C:18]3[C:27]([C:28]4[CH:33]=[CH:32][CH:31]=[CH:30][CH:29]=4)=[CH:26][C:25]4[C:24]5=[N:34][NH:35][C:36]([S:37][CH3:38])=[C:23]5[CH2:22][CH2:21][C:20]=4[N:19]=3)=[CH:14][CH:13]=2)[CH2:11][CH2:10][CH2:9]1)(C)(C)C>C(O)(C(F)(F)F)=O>[CH3:38][S:37][C:36]1[NH:35][N:34]=[C:24]2[C:23]=1[CH2:22][CH2:21][C:20]1[N:19]=[C:18]([C:15]3[CH:16]=[CH:17][C:12]([C:8]4([NH2:7])[CH2:9][CH2:10][CH2:11]4)=[CH:13][CH:14]=3)[C:27]([C:28]3[CH:29]=[CH:30][CH:31]=[CH:32][CH:33]=3)=[CH:26][C:25]2=1. Reported procedure: tert-butyl(1-(4-(3-(methylthio)-8-phenyl-4,5-dihydro-2H-pyrazolo[3,4-f]quinolin-7-yl)phenyl)cyclobutyl)carbamate (53 mg, 0.098 mmol) was dissolved in TFA (2 mL) and stirred for 30 seconds. The solution was immediately concentrated to dryness under reduced pressure. The residue was dissolved in diethyl ether (˜2 mL) and concentrated to dryness under reduced pressure three times. The residue was then slurried in diethyl ether (2 mL) and after settling the supernatant solvent removed by pipette. Th... Procedure details: The title compound was prepared from piperazine-1-carboxylic acid phenylamide and phenylacetaldehyde. 1H NMR (400 MHz, CDCl3): 7.37-7.19 (m, 9H), 7.06-7.02 (m, 1H), 6.31 (s, 1H), 3.55-3.53 (m, 4H), 2.85-2.81 (m, 2H), 2.67-2.56 (m, 6H). As a reaction SMILES: [C:1]1([NH:7][C:8]([N:10]2[CH2:15][CH2:14][NH:13][CH2:12][CH2:11]2)=[O:9])[CH:6]=[CH:5][CH:4]=[CH:3][CH:2]=1.[C:16]1([CH2:22][CH:23]=O)[CH:21]=[CH:20][CH:19]=[CH:18][CH:17]=1>>[C:1]1([NH:7][C:8]([N:10]2[CH2:15][CH2:14][N:13]([CH2:23][CH2:22][C:16]3[CH:21]=[CH:20][CH:19]=[CH:18][CH:17]=3)[CH2:12][CH2:11]2)=[O:9])[CH:6]=[CH:5][CH:4]=[CH:3][CH:2]=1. Starting materials: C1(=CC=CC=C1)NC(=O)N1CCNCC1 (piperazine-1-carboxylic acid phenylamide), C1(=CC=CC=C1)CC=O (phenylacetaldehyde). The product is C1(=CC=CC=C1)NC(=O)N1CCN(CC1)CCC1=CC=CC=C1 (4-Phenethyl-piperazine-1-carboxylic acid phenylamide). Starting materials: FC(C1=CN=C(S1)C#N)(F)F (5-(trifluoromethyl)thiazole-2-carbonitrile), C[O-].[Na+] (sodium methoxide), [Cl-].[NH4+] (ammonium chloride). Yields the product Cl.FC(C1=CN=C(S1)C(N)=N)(F)F (5-(trifluoromethyl)thiazole-2-carboximidamide hydrochloride), solid. Isolated yield 80.0%. As a reaction SMILES: [F:1][C:2]([F:11])([F:10])[C:3]1[S:7][C:6]([C:8]#[N:9])=[N:5][CH:4]=1.C[O-].[Na+].[Cl-:15].[NH4+:16]>>[ClH:15].[F:11][C:2]([F:1])([F:10])[C:3]1[S:7][C:6]([C:8](=[NH:16])[NH2:9])=[N:5][CH:4]=1 |f:1.2,3.4,5.6|. Reported procedure: 5-(trifluoromethyl)thiazole-2-carbonitrile (1.25 g, 7 mmol) was reacted with sodium methoxide (0.38 g, 7 mmol) and ammonium chloride (0.76 g, 14 mmol) according to the procedure as described in Example 61, Step B to give the title compound as an offwhite solid (1.3 g, 80%). The compound was characterized by the following spectroscopic data: The reactants are I(=O)(=O)(=O)[O-].[Na+] (sodium metaperiodate), I(=O)(=O)(=O)[O-].[Na+] (Sodium metaperiodate), NC1=NC(=NC=C1)SC (4-amino-2-methylthiopyrimidine). The solvent is O (water), O (water). Conditions: time 1 hour. The product is NC1=NC(=NC=C1)S(=O)C (4-amino-2-methylsulphinylpyrimidine). Yield: 89.8%. Reaction SMILES: I([O-])(=O)(=O)=[O:2].[Na+].[NH2:7][C:8]1[CH:13]=[CH:12][N:11]=[C:10]([S:14][CH3:15])[N:9]=1>O>[NH2:7][C:8]1[CH:13]=[CH:12][N:11]=[C:10]([S:14]([CH3:15])=[O:2])[N:9]=1 |f:0.1|. Reported procedure: Sodium metaperiodate (1.3 g.) in water (5 ml.) was added to a solution of 4-amino-2-methylthiopyrimidine (0.7 g.) in water (10 ml.) at 90°, and the solution kept at 90° for 1 hour. A further 1.3 g. of sodium metaperiodate was added and the solution heated a further 0.5 hours and then cooled to room temperature. The mixture was filtered and the filtrate evaporated to dryness. The residue was triturated with MeOH and the suspension filtered and then the filtrate was evaporated to dryness. The resi...